Dataset: the Open Reaction Database (ORD), a public repository of structured organic reaction records. Task: describe an organic reaction: reactants, conditions, products, and yield Reactants: [N+](=O)([O-])C1=CC=C(C=C1)F (4-nitro-fluorobenzene), C1(=CC=CC=C1)S(=O)(=O)CCl (phenylsulfonylmethyl chloride), potassium tert.-butylate. Run in CS(=O)C (dimethylsulfoxide). The product is [N+](=O)([O-])C1=C(C=C(C=C1)F)CS(=O)(=O)C1=CC=CC=C1 (4-nitro-3-(phenylsulfonylmethyl)-fluorobenzene). RXN SMILES: [N+:1]([C:4]1[CH:9]=[CH:8][C:7]([F:10])=[CH:6][CH:5]=1)([O-:3])=[O:2].[C:11]1([S:17]([CH2:20]Cl)(=[O:19])=[O:18])[CH:16]=[CH:15][CH:14]=[CH:13][CH:12]=1>CS(C)=O>[N+:1]([C:4]1[CH:9]=[CH:8][C:7]([F:10])=[CH:6][C:5]=1[CH2:20][S:17]([C:11]1[CH:16]=[CH:15][CH:14]=[CH:13][CH:12]=1)(=[O:19])=[O:18])([O-:3])=[O:2]. Procedure details: 4-nitro-fluorobenzene and phenylsulfonylmethyl chloride were reacted in dimethylsulfoxide in the presence of potassium tert.-butylate to form 4-nitro-3-(phenylsulfonylmethyl)-fluorobenzene which was reacted with N-hydroxy-phthalimide to form 0-[4-nitro-3-(phenylsulfonylmethyl)-phenoxy]-phthalimide which was reacted to obtain 0-[4-nitro-3-phenylsulfonylmethyl)-phenyl]-hydroxylamine melting at 195°-196° C. RXN SMILES: C([O:3][C:4](=[O:20])[C:5]1[CH:10]=[C:9]([C:11]2[CH:15]=[C:14]([CH:16]3[CH2:18][CH2:17]3)[NH:13][N:12]=2)[CH:8]=[CH:7][C:6]=1[Cl:19])C.[OH-].[K+].C(O)(=O)CC(CC(O)=O)(C(O)=O)O>CO>[Cl:19][C:6]1[CH:7]=[CH:8][C:9]([C:11]2[CH:15]=[C:14]([CH:16]3[CH2:17][CH2:18]3)[NH:13][N:12]=2)=[CH:10][C:5]=1[C:4]([OH:20])=[O:3] |f:1.2|. Starting materials: C(C)OC(C1=C(C=CC(=C1)C1=NNC(=C1)C1CC1)Cl)=O (2-chloro-5-(5-cyclopropyl-1H-pyrazol-3-yl)-benzoic acid ethyl ester), [OH-].[K+] (KOH), C(CC(O)(C(=O)O)CC(=O)O)(=O)O (citric acid). Isolated yield 134.4%. The solvent is CO (methanol). Run at time 16 hour. Procedure details: To a solution of 2-chloro-5-(5-cyclopropyl-1H-pyrazol-3-yl)-benzoic acid ethyl ester (0.05 g, 0.17 mmol) in methanol (4 mL) was added KOH (0.12 g). The mixture was shaken at room temperature for 16 h. The mixture was acidified with 10% aqueous citric acid and extracted with ethyl acetate. The combined organic layers were washed with water and brine, and concentrated in vacuo to afford the title compound (0.06 g). Yields the product ClC1=C(C(=O)O)C=C(C=C1)C1=NNC(=C1)C1CC1 (2-Chloro-5-(5-cyclopropyl-1H-pyrazol-3-yl)-benzoic acid).